Dataset: the Open Reaction Database (ORD), a public repository of structured organic reaction records. Task: describe an organic reaction: reactants, conditions, products, and yield As a reaction SMILES: C([CH:4]([C:10](=[O:19])[CH2:11][C:12]1[CH:17]=[CH:16][CH:15]=[CH:14][C:13]=1[CH3:18])[C:5]([O:7][CH2:8][CH3:9])=[O:6])(=O)C.C(O)C.[O-]CC.[Na+]>O>[CH3:18][C:13]1[CH:14]=[CH:15][CH:16]=[CH:17][C:12]=1[CH2:11][C:10](=[O:19])[CH2:4][C:5]([O:7][CH2:8][CH3:9])=[O:6] |f:2.3|. The product is CC1=C(C=CC=C1)CC(CC(=O)OCC)=O (ethyl 4-(2-methylphenyl)-3-oxobutanoate). Reactants: C(C)(=O)C(C(=O)OCC)C(CC1=C(C=CC=C1)C)=O (ethyl 2-acetyl-4-(2-methylphenyl)-3-oxobutanoate), C(C)O (ethanol), [O-]CC.[Na+] (sodium ethoxide). Reported procedure: Following the method of Hunsdiecker [Berichte, 75, 454 (1942)], 26 parts of ethyl 2-acetyl-4-(2-methylphenyl)-3-oxobutanoate was stirred for 10 hours at room temperature with 100 parts ethanol and 6.8 parts of sodium ethoxide. The mixture was diluted with water and extracted with ether. The solvent was then evaporated to give ethyl 4-(2-methylphenyl)-3-oxobutanoate. Solvent: O (water). The product is ON(C(=O)N)[C@H](C)C#C ((R)-N-hydroxy-N-(3-butyn-2-yl)urea). Reactants: NO (hydroxylamine), C1(=CC=C(C=C1)S(=O)(=O)O[C@@H](C)C#C)C ((S)-O-p-toluenesulfonyl-3-butyn-2-ol), C1(=CC=C(C=C1)S(=O)(=O)Cl)C (p-toluenesulfonyl chloride), C[C@@H](C#C)O ((S)-3-butyn-2-ol), Cl (HCl), O([K])C#N (KOCN), Cl (HCl). The solvent is CO (methanol), C(C)N(CC)CC (triethylamine), O (H2O). Yield: 46047.3%. Run at time 40 hour. Procedure details: To a solution of (S)-O-p-toluenesulfonyl-3-butyn-2-ol (11.2 g, 50.0 mmol), prepared by addition of p-toluenesulfonyl chloride and triethylamine to (S)-3-butyn-2-ol, in methanol (100 mL), was added 55% aqueous hydroxylamine (30 mL, 0.50 mol) and the reaction mixture was stirred at ambient temperature for 40 hours. The reaction mixture was cooled to 10° C. and concentrated HCl (50 mL) was added dropwise. The reaction mixture was concentrated in vacuo and the residue was partitioned between H2O (50... As a reaction SMILES: [C:1]1([CH3:15])[CH:6]=[CH:5]C(S(O[C@H](C#C)C)(=O)=O)=CC=1.C1(C)C=CC(S(Cl)(=O)=O)=CC=1.C[C@H](O)C#C.[NH2:32][OH:33].Cl.[O:35]([C:37]#[N:38])[K]>CO.O.C(N(CC)CC)C>[OH:33][N:32]([C@@H:1]([C:6]#[CH:5])[CH3:15])[C:37]([NH2:38])=[O:35]. Starting materials: B, C1CCOC1, CSC, CCOC(C)=O, CO, Cl, [Na+], [OH-], O, O=C(NCC(O)c1cccnc1)C1CCc2cc([N+](=O)[O-])ccc2O1. The product is O=[N+]([O-])c1ccc2c(c1)CCC(CNCC(O)c1cccnc1)O2. As a reaction SMILES: [BH3:29].[CH2:33]1[O:34][CH2:35][CH2:36][CH2:37]1.[CH3:26][S:27][CH3:28].[CH3:39][CH2:40][O:41][C:42](=[O:43])[CH3:44].[CH3:45][OH:46].[ClH:30].[Na+:32].[OH-:31].[OH2:38].[OH:1][CH:2]([CH2:3][NH:4][C:5](=[O:6])[CH:7]1[O:8][c:9]2[cH:10][cH:11][c:12]([N+:17](=[O:18])[O-:19])[cH:13][c:14]2[CH2:15][CH2:16]1)[c:20]1[cH:21][n:22][cH:23][cH:24][cH:25]1>>[OH:1][CH:2]([CH2:3][NH:4][CH2:5][CH:7]1[O:8][c:9]2[cH:10][cH:11][c:12]([N+:17](=[O:18])[O-:19])[cH:13][c:14]2[CH2:15][CH2:16]1)[c:20]1[cH:21][n:22][cH:23][cH:24][cH:25]1. Reactants: CNCC1=CC=CC2=CC=CC=C12 (N-methyl-1-naphthalenemethylamine), C(=O)(OC(C)(C)C)N[C@@H](CC1=CC=C(C=C1)OCC1=CC=CC=C1)C(=O)O (Boc-(O-benzyl)-L-tyrosine). The product is C(=O)(OC(C)(C)C)N[C@@H](CC1=CC=C(C=C1)OCC1=CC=CC=C1)C(=O)N(CC1=CC=CC2=CC=CC=C12)C (N-[Boc-(O-benzyl)-L-tyrosyl]-N-methyl-1-naphthalenemethylamine), product. Isolated yield 92.0%. As a reaction SMILES: [CH3:1][NH:2][CH2:3][C:4]1[C:13]2[C:8](=[CH:9][CH:10]=[CH:11][CH:12]=2)[CH:7]=[CH:6][CH:5]=1.[C:14]([NH:21][C@H:22]([C:38]([OH:40])=O)[CH2:23][C:24]1[CH:29]=[CH:28][C:27]([O:30][CH2:31][C:32]2[CH:37]=[CH:36][CH:35]=[CH:34][CH:33]=2)=[CH:26][CH:25]=1)([O:16][C:17]([CH3:20])([CH3:19])[CH3:18])=[O:15]>>[C:14]([NH:21][C@H:22]([C:38]([N:2]([CH3:1])[CH2:3][C:4]1[C:13]2[C:8](=[CH:9][CH:10]=[CH:11][CH:12]=2)[CH:7]=[CH:6][CH:5]=1)=[O:40])[CH2:23][C:24]1[CH:29]=[CH:28][C:27]([O:30][CH2:31][C:32]2[CH:33]=[CH:34][CH:35]=[CH:36][CH:37]=2)=[CH:26][CH:25]=1)([O:16][C:17]([CH3:18])([CH3:20])[CH3:19])=[O:15]. Procedure details: In substantially the same manner as Working Example 2, N-methyl-1-naphthalenemethylamine (877 μl) was condensed with Boc-(O-benzyl)-L-tyrosine (2.00 g) to give N-[Boc-(O-benzyl)-L-tyrosyl]-N-methyl-1-naphthalenemethylamine (2.60 g) as a white powdery product (yield 92%). The Boc group of the product was deprotected by using TFA, and 2.02 g of thus-obtained compound was condensed, in substantially the same manner as Working Example 2, with Compound 1 (1.40 g) to give N-[N-[(2S,3S)-N-Z-3-ethoxycar... The reactants are C([O-])(O)=O.[Na+] (sodium bicarbonate), C([O-])([O-])=O.[K+].[K+] (potassium carbonate), CI (methyl iodide), C(C)SC1=C(C(=O)NC2=NC=C(C=C2)C(F)(F)F)C=CC(=C1)C(F)(F)F (2-ethylsulfanyl-4-trifluoromethyl-N-(5-trifluoromethyl-pyridin-2-yl)-benzamide), CC(=O)C (acetone). Solvent: CN(C)C=O (DMF). Conditions: time 1 hour. Yields the product C(C)N(C(C1=C(C=C(C=C1)C(F)(F)F)SCC)=O)C1=NC=C(C=C1)C(F)(F)F (N-ethyl-2-ethylsulfanyl-4-trifluoromethyl-N-(5-trifluoromethyl-pyridin-2-yl)-benzamide). As a reaction SMILES: C(=O)([O-])[O-].[K+].[K+].CI.[CH2:9]([S:11][C:12]1[CH:30]=[C:29]([C:31]([F:34])([F:33])[F:32])[CH:28]=[CH:27][C:13]=1[C:14]([NH:16][C:17]1[CH:22]=[CH:21][C:20]([C:23]([F:26])([F:25])[F:24])=[CH:19][N:18]=1)=[O:15])[CH3:10].C(=O)(O)[O-].[Na+].[CH3:40][C:41](C)=O>CN(C=O)C>[CH2:40]([N:16]([C:17]1[CH:22]=[CH:21][C:20]([C:23]([F:24])([F:25])[F:26])=[CH:19][N:18]=1)[C:14](=[O:15])[C:13]1[CH:27]=[CH:28][C:29]([C:31]([F:34])([F:32])[F:33])=[CH:30][C:12]=1[S:11][CH2:9][CH3:10])[CH3:41] |f:0.1.2,5.6|. Reported procedure: 0.21 g of potassium carbonate and 0.78 g of methyl iodide were added to a mixture of 0.39 g of 2-ethylsulfanyl-4-trifluoromethyl-N-(5-trifluoromethyl-pyridin-2-yl)-benzamide and 3 mL of acetone, and the mixture was stirred at room temperature for 1 hour. 3 mL of DMF was added to the reaction mixture, and the mixture was stirred at 60° C. for 1 hour. A saturated aqueous sodium bicarbonate solution was added to the cooled reaction mixture, and the mixture was extracted with ethyl acetate. The orga... The reactants are C(=O)(OC(C)(C)C)N1[C@H](C=O)CCC1 (Boc-Prolinal), BrC1=NC=CC=C1 (2-bromopyridine), [Li]CCCC (n-BuLi). Product: N1=C(C=CC=C1)C([C@H]1N(CCC1)C(=O)OC(C)(C)C)O (2-[(Pyridin-2-yl)hydroxymethyl]-1-N-(tert-butoxycarbonyl)-(2S)-pyrrolidine). As a reaction SMILES: [C:1]([N:8]1[CH2:14][CH2:13][CH2:12][C@H:9]1[CH:10]=[O:11])([O:3][C:4]([CH3:7])([CH3:6])[CH3:5])=[O:2].Br[C:16]1[CH:21]=[CH:20][CH:19]=[CH:18][N:17]=1.[Li]CCCC>>[N:17]1[CH:18]=[CH:19][CH:20]=[CH:21][C:16]=1[CH:10]([OH:11])[C@@H:9]1[CH2:12][CH2:13][CH2:14][N:8]1[C:1]([O:3][C:4]([CH3:7])([CH3:6])[CH3:5])=[O:2]. Reported procedure: 31 (1.3 g, 6.54 mmol), 2-bromopyridine (0.70 ml, 7.19 mmol), n-BuLi (1.6M) (4.5 ml, 7.19 mmol). The reactants are C(C(=O)O)(=O)O.C(C1=CC=CC=C1)OC=1C=C2CCNC(C2=CC1NS(=O)(=O)C)CC1=CC(=C(C=C1)Cl)Cl (N-[6-benzyloxy-1-(3,4-dichloro-benzyl)-1,2,3,4-tetrahydro-isoquinolin-7-yl]-methanesulfonamide oxalate). Run in C(C)(=O)O (acetic acid), Cl (HCl). Yields the product Cl.ClC=1C=C(CC2NCCC3=CC(=C(C=C23)NS(=O)(=O)C)O)C=CC1Cl (N-[1-(3,4-dichloro-benzyl)-6-hydroxy-1,2,3,4-tetrahydro-isoquinolin-7-yl]-methanesulfonamide hydrochloride). Reaction SMILES: C(O)(=O)C(O)=O.C([O:14][C:15]1[CH:16]=[C:17]2[C:22](=[CH:23][C:24]=1[NH:25][S:26]([CH3:29])(=[O:28])=[O:27])[CH:21]([CH2:30][C:31]1[CH:36]=[CH:35][C:34]([Cl:37])=[C:33]([Cl:38])[CH:32]=1)[NH:20][CH2:19][CH2:18]2)C1C=CC=CC=1>C(O)(=O)C.Cl>[ClH:37].[Cl:38][C:33]1[CH:32]=[C:31]([CH:36]=[CH:35][C:34]=1[Cl:37])[CH2:30][CH:21]1[C:22]2[C:17](=[CH:16][C:15]([OH:14])=[C:24]([NH:25][S:26]([CH3:29])(=[O:27])=[O:28])[CH:23]=2)[CH2:18][CH2:19][NH:20]1 |f:0.1,4.5|. Reported procedure: A solution of N-[6-benzyloxy-1-(3,4-dichloro-benzyl)-1,2,3,4-tetrahydro-isoquinolin-7-yl]-methanesulfonamide oxalate (0.5 g, 0.00085 mol) in 15 mL of acetic acid and 30 mL of conc. HCl was refluxed for 1 h, evaporated to dryness and the residue was crystallized from methanol-ether mixture. Yield 0.23 g (62%). mp 249-250° C. 1H NMR (Me2SO-d6) 300 MHz: δ 10.17 (s, 1H), 9.23 (brs, 2H), 8.84 (s, 1H), 7.75 (s, 1H), 7.61 (d, J=7.8 Hz, 1H), 7.42 (d, J=8.1 Hz, 1H), 7.10 (s, 1H), 6.75 (s, 1H), 4.70 (brs,...